Dataset: the Open Reaction Database (ORD), a public repository of structured organic reaction records. Task: describe an organic reaction: reactants, conditions, products, and yield Reactants: NC1=NN2C(C(=CC=C2)OCC2=C(C#N)C=CC=C2)=N1 (2-(2-amino-[1,2,4]triazolo[1,5-a]pyridin-8-yloxymethyl)-benzonitrile), BrC1=CC=C(C=C1)N1CCN(CC1)C (1-(4-bromo-phenyl)-4-methyl-piperazine). Product: CN1CCN(CC1)C1=CC=C(C=C1)NC1=NN2C(C(=CC=C2)OCC2=C(C#N)C=CC=C2)=N1 (2-{2-[4-(4-Methyl-piperazin-1-yl)-phenylamino]-[1,2,4]triazolo[1,5-a]pyridin-8-yloxymethyl}benzonitrile), solid. The yield is 53.0%. RXN SMILES: [NH2:1][C:2]1[N:20]=[C:5]2[C:6]([O:10][CH2:11][C:12]3[CH:19]=[CH:18][CH:17]=[CH:16][C:13]=3[C:14]#[N:15])=[CH:7][CH:8]=[CH:9][N:4]2[N:3]=1.Br[C:22]1[CH:27]=[CH:26][C:25]([N:28]2[CH2:33][CH2:32][N:31]([CH3:34])[CH2:30][CH2:29]2)=[CH:24][CH:23]=1>>[CH3:34][N:31]1[CH2:32][CH2:33][N:28]([C:25]2[CH:24]=[CH:23][C:22]([NH:1][C:2]3[N:20]=[C:5]4[C:6]([O:10][CH2:11][C:12]5[CH:19]=[CH:18][CH:17]=[CH:16][C:13]=5[C:14]#[N:15])=[CH:7][CH:8]=[CH:9][N:4]4[N:3]=3)=[CH:27][CH:26]=2)[CH2:29][CH2:30]1. Procedure: 262 b) 2-{2-[4-(4-Methyl-piperazin-1-yl)-phenylamino]-[1,2,4]triazolo[1,5-a]pyridin-8-yloxymethyl}benzonitrile was prepared from 2-(2-amino-[1,2,4]triazolo[1,5-a]pyridin-8-yloxymethyl)-benzonitrile (115.0 mg, 0.434 mmol) and 1-(4-bromo-phenyl)-4-methyl-piperazine (128 mg, 0.500 mmol) in a manner analogous to Example 2d. Product was isolated as a pale orange solid (0.101 g, 53%). MP=156-157° C. 1H NMR (400 MHz, (D3C)2SO, δ, ppm): 9.32 (s, 1H), 8.40 (d, J=6.5 Hz, 1H), 7.93 (d, J=7.8 Hz, 1H), 7.80 ... Reactants: Cl (hydrochloric acid), C(C1=CC=CC=C1)OC=1C=C2C(=C(N(C(C2=CC1)=O)CC(C)C)C(=O)OC)C1=CC=C(C=C1)C (methyl 6-benzyloxy-2-isobutyl-4-(4-methylphenyl)-1-oxo-1,2-dihydro-3-isoquinolinecarboxylate), O (water), O.[OH-].[Li+] (lithium hydroxide monohydrate). Run in CO (methanol). Yields the product C(C1=CC=CC=C1)OC=1C=C2C(=C(N(CC2=CC1)CC(C)C)C(=O)O)C1=CC=C(C=C1)C (6-benzyloxy-2-isobutyl-4-(4-methylphenyl)-3-isoquinolinecarboxylic acid). Yield: 90.1%. Reaction SMILES: [CH2:1]([O:8][C:9]1[CH:10]=[C:11]2[C:16](=[CH:17][CH:18]=1)[C:15](=O)[N:14]([CH2:20][CH:21]([CH3:23])[CH3:22])[C:13]([C:24]([O:26]C)=[O:25])=[C:12]2[C:28]1[CH:33]=[CH:32][C:31]([CH3:34])=[CH:30][CH:29]=1)[C:2]1[CH:7]=[CH:6][CH:5]=[CH:4][CH:3]=1.O.[OH-].[Li+].O.Cl>CO>[CH2:1]([O:8][C:9]1[CH:10]=[C:11]2[C:16](=[CH:17][CH:18]=1)[CH2:15][N:14]([CH2:20][CH:21]([CH3:23])[CH3:22])[C:13]([C:24]([OH:26])=[O:25])=[C:12]2[C:28]1[CH:29]=[CH:30][C:31]([CH3:34])=[CH:32][CH:33]=1)[C:2]1[CH:3]=[CH:4][CH:5]=[CH:6][CH:7]=1 |f:1.2.3|. Procedure: To a suspension of methyl 6-benzyloxy-2-isobutyl-4-(4-methylphenyl)-1-oxo-1,2-dihydro-3-isoquinolinecarboxylate (6.83 g, 15 mmol) in methanol (50 ml) was added an aqueous solution (20 ml) of lithium hydroxide monohydrate (1.89 g, 45 mmol). The obtained mixture was refluxed under heating for 24 h. The reaction mixture was poured into water, acidified with 1N hydrochloric acid and extracted with ethyl acetate. The extract was washed with brine, dried over anhydrous magnesium sulfate and concentrat... Reactants: N(C1=CC=CC=C1)CCC1=NC=CC=C1 (2-(2-anilinoethyl)pyridine), O (water), C(C1=CC=C(C=C1)OC)(=O)Cl (p-anisoyl chloride). Run in N1=CC=CC=C1 (pyridine), CC(C)(C)OC (MTBE). Reaction conditions: time 24 hour. Yields the product COC1=CC=C(C(=O)N(CCC2=NC=CC=C2)C2=CC=CC=C2)C=C1 (4-Methoxy-N-phenyl-N-[2-(pyridin-2-yl)ethyl]benzamide). RXN SMILES: [NH:1]([CH2:8][CH2:9][C:10]1[CH:15]=[CH:14][CH:13]=[CH:12][N:11]=1)[C:2]1[CH:7]=[CH:6][CH:5]=[CH:4][CH:3]=1.O.[C:17](Cl)(=[O:26])[C:18]1[CH:23]=[CH:22][C:21]([O:24][CH3:25])=[CH:20][CH:19]=1>N1C=CC=CC=1.CC(OC)(C)C>[CH3:25][O:24][C:21]1[CH:22]=[CH:23][C:18]([C:17]([N:1]([C:2]2[CH:3]=[CH:4][CH:5]=[CH:6][CH:7]=2)[CH2:8][CH2:9][C:10]2[CH:15]=[CH:14][CH:13]=[CH:12][N:11]=2)=[O:26])=[CH:19][CH:20]=1. Procedure details: In a 25 ml round-bottom flask 0.085 p-anisoyl chloride and 0.04 mL of pyridine are dissolved in 3 ml of MTBE. To this solution was added 0.10 g of 2-(2-anilinoethyl)pyridine. The solution is stirred at room temperature for 24 h. To the solution was added 5 mL of water. The organic layer was separated and washed with 5 mL of water. The organic layer was dried over MgSO4. The solvent was evaporated to yield a brown oil. The oil was purified on silica gel to afford 0.15 g of an off-white solid with...